From a dataset of the Open Reaction Database (ORD), a public repository of structured organic reaction records. describe an organic reaction: reactants, conditions, products, and yield The reactants are [N+](=O)([O-])C1=CC=C(C(=O)N2CC=3N(CC4=C2OC=C4)C=CC3)C=C1 (9,10-dihydro-10-(4-nitrobenzoyl)-4H-furo[2,3-e]pyrrolo[1,2-a][1,4]diazepine), C(C)(=O)OCC (ethyl acetate). The reagents and catalysts are [Pd] (Pd/C). The solvent is C(C)O (ethyl alcohol). Reaction conditions: time 5 hour. Product: C=1C=2N(CC=CN1)C=CC2 (pyrrolo[1,2-a][1,4]diazepine). RXN SMILES: [N+](C1C=CC(C([N:10]2[C:16]3OC=C[C:15]=3[CH2:14][N:13]3[CH:20]=[CH:21][CH:22]=[C:12]3[CH2:11]2)=O)=CC=1)([O-])=O.C(OCC)(=O)C>C(O)C.[Pd]>[CH:11]1[C:12]2[N:13]([CH:20]=[CH:21][CH:22]=2)[CH2:14][CH:15]=[CH:16][N:10]=1. Procedure details: A mixture of 1 mmol of 9,10-dihydro-10-(4-nitrobenzoyl)-4H-furo[2,3-e]pyrrolo[1,2-a][1,4]diazepine in 10 ml of ethyl alcohol and 10 ml of ethyl acetate containing 0.2 g of 10% Pd/C is hydrogenated for 5 hours. The reaction mixture is filtered through a pad of diatomaceous earth. The filtrate is concentrated in vacuo to a solid which is purified by flash chromatography on silica gel to give the desired product. The reactants are CC(C)(C)OC(=O)NCc1ccc(C(=O)O)cc1, O=S(=O)(CCN1CCC(Cc2ccccc2)C(O)C1)c1ccc(O)cc1, CCOCC, ClCCl, CN(C)c1ccncc1, Cl. The product is CC(C)(C)OC(=O)NCc1ccc(C(=O)Oc2ccc(S(=O)(=O)CCN3CCC(Cc4ccccc4)C(O)C3)cc2)cc1. RXN SMILES: [C:27]([CH3:28])([CH3:29])([CH3:30])[O:31][C:32](=[O:33])[NH:34][CH2:35][c:36]1[cH:37][cH:38][c:39]([C:40](=[O:41])[OH:42])[cH:43][cH:44]1.[CH2:1]([c:2]1[cH:3][cH:4][cH:5][cH:6][cH:7]1)[CH:8]1[CH:9]([OH:26])[CH2:10][N:11]([CH2:14][CH2:15][S:16](=[O:17])(=[O:18])[c:19]2[cH:20][cH:21][c:22]([OH:25])[cH:23][cH:24]2)[CH2:12][CH2:13]1.[CH2:46]([O:47][CH2:48][CH3:49])[CH3:50].[CH2:51]([Cl:52])[Cl:53].[CH3:54][N:55]([c:56]1[cH:57][cH:58][n:59][cH:60][cH:61]1)[CH3:62].[ClH:45]>>[CH2:1]([c:2]1[cH:3][cH:4][cH:5][cH:6][cH:7]1)[CH:8]1[CH:9]([OH:26])[CH2:10][N:11]([CH2:14][CH2:15][S:16](=[O:17])(=[O:18])[c:19]2[cH:20][cH:21][c:22]([O:25][C:40]([c:39]3[cH:38][cH:37][c:36]([CH2:35][NH:34][C:32]([O:31][C:27]([CH3:28])([CH3:29])[CH3:30])=[O:33])[cH:44][cH:43]3)=[O:41])[cH:23][cH:24]2)[CH2:12][CH2:13]1. Starting materials: NCC(C1=CC=C(C=C1)OCC1=CC=CC=C1)O (α-(aminomethyl)-4-benzyloxybenzyl alcohol), BrCCOC=1C=CC2=C(C(NC(O2)(C)C)=O)C1 (6-(2-bromoethoxy)-2,3-dihydro-2,2-dimethyl-4H-1,3-benzoxazin-4-one). Reaction conditions: time 1 hour. Yields the product C(C1=CC=CC=C1)OC1=CC=C(C(CNCCOC2=CC(=C(C=C2)O)C(N)=O)O)C=C1 (4-Benzyloxy-α-[N-[2-(3-carbamoyl-4-hydroxy-phenoxy)-ethyl]-aminomethyl]-benzyl alcohol). Reaction SMILES: [NH2:1][CH2:2][CH:3]([OH:18])[C:4]1[CH:9]=[CH:8][C:7]([O:10][CH2:11][C:12]2[CH:17]=[CH:16][CH:15]=[CH:14][CH:13]=2)=[CH:6][CH:5]=1.Br[CH2:20][CH2:21][O:22][C:23]1[CH:24]=[CH:25][C:26]2[O:31]C(C)(C)[NH:29][C:28](=[O:34])[C:27]=2[CH:35]=1>>[CH2:11]([O:10][C:7]1[CH:8]=[CH:9][C:4]([CH:3]([OH:18])[CH2:2][NH:1][CH2:20][CH2:21][O:22][C:23]2[CH:24]=[CH:25][C:26]([OH:31])=[C:27]([C:28](=[O:34])[NH2:29])[CH:35]=2)=[CH:5][CH:6]=1)[C:12]1[CH:13]=[CH:14][CH:15]=[CH:16][CH:17]=1. Procedure details: A mixture of 21 g of α-(aminomethyl)-4-benzyloxybenzyl alcohol and 12 g of 6-(2-bromoethoxy)-2,3-dihydro-2,2-dimethyl-4H-1,3-benzoxazin-4-one is stirred in an oil bath at 130° for 1 hour. The reaction mixture is partitioned between 500 ml of ethyl acetate and 50 ml of 2N aqueous ammonia solution, the organic phase is separated off and evaporated and the residue is recrystallised from isopropanol. 4-Benzyloxy-α-[N-[2-(3-carbamoyl-4-hydroxy-phenoxy)-ethyl]-aminomethyl]-benzyl alcohol with a meltin... The reactants are ClCCl, [Na+], O=C([O-])O, O=C1c2cc(COc3ccccc3)nn2CCN1c1cccc(CO)n1, Cc1ccc(S(=O)(=O)Cl)cc1. Yields the product O=C1c2cc(COc3ccccc3)nn2CCN1c1cccc(CCl)n1. Reaction SMILES: [Cl:43][CH2:44][Cl:45].[Na+:42].[O-:38][C:39]([OH:40])=[O:41].[OH:12][CH2:13][c:14]1[cH:15][cH:16][cH:17][c:18]([N:20]2[C:21](=[O:37])[c:22]3[n:23]([n:26][c:27]([CH2:29][O:30][c:31]4[cH:32][cH:33][cH:34][cH:35][cH:36]4)[cH:28]3)[CH2:24][CH2:25]2)[n:19]1.[c:1]1([CH3:2])[cH:3][cH:4][c:5]([S:6](=[O:7])(=[O:8])[Cl:10])[cH:9][cH:11]1>>[Cl:10][CH2:13][c:14]1[cH:15][cH:16][cH:17][c:18]([N:20]2[C:21](=[O:37])[c:22]3[n:23]([n:26][c:27]([CH2:29][O:30][c:31]4[cH:32][cH:33][cH:34][cH:35][cH:36]4)[cH:28]3)[CH2:24][CH2:25]2)[n:19]1. Starting materials: C([O-])([O-])=O.[K+].[K+] (potassium carbonate), NC1=C2NC(NC2=NC(=N1)C1=NN(C2=NC=CC=C21)CC2=C(C=CC=C2)F)=S (6-Amino-2-[1-(2-fluorobenzyl)-1H-pyrazolo[3,4-b]pyridin-3-yl]-7,9-dihydro-8H-purine-8-thione), ICC (iodoethane). Run in CN(C=O)C (dimethylformamide). Reaction conditions: temperature 70 celsius, time 16 hour. The product is C(C)SC1=NC2=NC(=NC(=C2N1)N)C1=NN(C2=NC=CC=C21)CC2=C(C=CC=C2)F (8-(Ethylsulfanyl)-2-[1-(2-fluorobenzyl)-1H-pyrazolo[3,4-b]pyridin-3-yl]-7H-purin-6-amine). Yield: 56.7%. RXN SMILES: [NH2:1][C:2]1[N:10]=[C:9]([C:11]2[C:19]3[C:14](=[N:15][CH:16]=[CH:17][CH:18]=3)[N:13]([CH2:20][C:21]3[CH:26]=[CH:25][CH:24]=[CH:23][C:22]=3[F:27])[N:12]=2)[N:8]=[C:7]2[C:3]=1[NH:4][C:5](=[S:28])[NH:6]2.C(=O)([O-])[O-].[K+].[K+].I[CH2:36][CH3:37]>CN(C)C=O>[CH2:36]([S:28][C:5]1[NH:4][C:3]2[C:7](=[N:8][C:9]([C:11]3[C:19]4[C:14](=[N:15][CH:16]=[CH:17][CH:18]=4)[N:13]([CH2:20][C:21]4[CH:26]=[CH:25][CH:24]=[CH:23][C:22]=4[F:27])[N:12]=3)=[N:10][C:2]=2[NH2:1])[N:6]=1)[CH3:37] |f:1.2.3|. Procedure: 150 mg (0.382 mmol) of the compound from example 28 were dissolved in 2 ml of dimethylformamide, and 58 mg (0.420 mmol) of potassium carbonate were added. The mixture was heated to 70° C. for 10 min and, after cooling, 31 μl (0.382 mmol) of iodoethane were added and the mixture was stirred at RT for 16 h. The mixture was concentrated, and the residue was adsorbed on silica gel and purified by means of chromatography on silica gel (eluent: dichloromethane/methanol=20:1). 91 mg of the title compou...